This data is from the Open Reaction Database (ORD), a public repository of structured organic reaction records. The task is: describe an organic reaction: reactants, conditions, products, and yield Starting materials: CN1CCC(c2cccnc2F)=CC1=O, C1CCOC1, [Pd]. Yields the product CN1CCC(c2cccnc2F)CC1=O. RXN SMILES: [F:1][c:2]1[n:3][cH:4][cH:5][cH:6][c:7]1[C:8]1=[CH:9][C:10](=[O:15])[N:11]([CH3:14])[CH2:12][CH2:13]1.[O:16]1[CH2:17][CH2:18][CH2:19][CH2:20]1.[Pd:21]>>[F:1][c:2]1[n:3][cH:4][cH:5][cH:6][c:7]1[CH:8]1[CH2:9][C:10](=[O:15])[N:11]([CH3:14])[CH2:12][CH2:13]1. Starting materials: CCOC(=O)CCCCCCCC(C)=O, OCCO, Cc1ccc(S(=O)(=O)O)cc1, c1ccccc1. The product is CCOC1(CCCCCCCC(C)=O)OCCO1. Reaction SMILES: [O:1]=[C:2]([CH2:3][CH2:4][CH2:5][CH2:6][CH2:7][CH2:8][CH2:9][C:10](=[O:11])[O:12][CH2:13][CH3:14])[CH3:15].[OH:16][CH2:17][CH2:18][OH:19].[c:20]1([CH3:21])[cH:22][cH:23][c:24]([S:25]([OH:26])(=[O:27])=[O:28])[cH:29][cH:30]1.[cH:31]1[cH:32][cH:33][cH:34][cH:35][cH:36]1>>[O:1]=[C:2]([CH2:3][CH2:4][CH2:5][CH2:6][CH2:7][CH2:8][CH2:9][C:10]1([O:12][CH2:13][CH3:14])[O:16][CH2:17][CH2:18][O:19]1)[CH3:15]. The reactants are CC(C)(C)OC(=O)NC(Cc1cc(F)cc(F)c1)C1CO1, C1CCOC1, CCCC(=O)N1C2c3ccccc3CC2OC1(C)C, [Li]CCCC. Product: CCC(CC(O)C(Cc1cc(F)cc(F)c1)NC(=O)OC(C)(C)C)C(=O)N1C2c3ccccc3CC2OC1(C)C. RXN SMILES: [C:1]([CH3:2])([CH3:3])([CH3:4])[O:5][C:6]([NH:7][CH:8]([CH2:9][c:10]1[cH:11][c:12]([F:17])[cH:13][c:14]([F:16])[cH:15]1)[CH:18]1[O:19][CH2:20]1)=[O:21].[CH2:46]1[O:47][CH2:48][CH2:49][CH2:50]1.[CH3:22][C:23]1([CH3:40])[O:24][CH:25]2[CH:26]([N:27]1[C:28]([CH2:29][CH2:30][CH3:31])=[O:32])[c:33]1[cH:34][cH:35][cH:36][cH:37][c:38]1[CH2:39]2.[CH3:41][CH2:42][CH2:43][CH2:44][Li:45]>>[C:1]([CH3:2])([CH3:3])([CH3:4])[O:5][C:6]([NH:7][CH:8]([CH2:9][c:10]1[cH:11][c:12]([F:17])[cH:13][c:14]([F:16])[cH:15]1)[CH:18]([OH:19])[CH2:20][CH:29]([C:28]([N:27]1[C:23]([CH3:22])([CH3:40])[O:24][CH:25]2[CH:26]1[c:33]1[cH:34][cH:35][cH:36][cH:37][c:38]1[CH2:39]2)=[O:32])[CH2:30][CH3:31])=[O:21]. The reactants are NC(=O)c1ccc(N)nc1, O, O=P(O)(O)O. Yields the product Nc1ccc(C(=O)O)cn1. Reaction SMILES: [NH2:1][c:2]1[n:3][cH:4][c:5]([C:6](=[O:7])[NH2:8])[cH:9][cH:10]1.[OH2:16].[P:11]([OH:12])(=[O:13])([OH:14])[OH:15]>>[NH2:1][c:2]1[n:3][cH:4][c:5]([C:6](=[O:7])[OH:12])[cH:9][cH:10]1.